From a dataset of the Open Reaction Database (ORD), a public repository of structured organic reaction records. describe an organic reaction: reactants, conditions, products, and yield The reactants are Cl (hydrochloric acid), C(C)ON (ethoxyamine), ice water, OC1=C(C(CC(C1)C1=CC=C(C=C1)NS(=O)(=O)C)=O)C(CC)=O (3-hydroxy-5-(4-methanesulfonamidophenyl)-2-propionyl-2-cyclohexen-1-one). Run in O1CCCC1 (tetrahydrofuran). Run at time 15 hour. Product: C(C)ON=C(CC)C=1C(CC(CC1O)C1=CC=C(C=C1)NS(=O)(=O)C)=O (2-[1-(ethoxyimino)propyl]-3-hydroxy-5-(4-methanesulfonamidophenyl)-2-cyclohexen-1one). Yield: 82.8%. RXN SMILES: [OH:1][C:2]1[CH2:7][CH:6]([C:8]2[CH:13]=[CH:12][C:11]([NH:14][S:15]([CH3:18])(=[O:17])=[O:16])=[CH:10][CH:9]=2)[CH2:5][C:4](=[O:19])[C:3]=1[C:20](=O)[CH2:21][CH3:22].[CH2:24]([O:26][NH2:27])[CH3:25].Cl>O1CCCC1>[CH2:24]([O:26][N:27]=[C:20]([C:3]1[C:4](=[O:19])[CH2:5][CH:6]([C:8]2[CH:9]=[CH:10][C:11]([NH:14][S:15]([CH3:18])(=[O:17])=[O:16])=[CH:12][CH:13]=2)[CH2:7][C:2]=1[OH:1])[CH2:21][CH3:22])[CH3:25]. Reported procedure: Into 10 ml of tetrahydrofuran was dissolved 1.5 g of 3-hydroxy-5-(4-methanesulfonamidophenyl)-2-propionyl-2-cyclohexen-1-one and to the solution was added 0.5 g of ethoxyamine. The mixture was kept at room temperature for 15 hours and poured into ice water. And then the mixture was acidified with hydrochloric acid and it was extracted with chloroform. The chloroform solution was washed with water and extracted with 15 ml of an aqueous solution cotaining 5% of sodium hydroxide. The solution was a... Starting materials: FC=1C=CC(=C(C1)C=1C(=CC(=CC1)[N+](=O)[O-])C(=O)O)OC (5′-fluoro-2′-methoxy-4-nitro-2-biphenylcarboxylic acid), COC(=O)C=1C(=CC=C(C1)[N+](=O)[O-])C1=C(C=CC(=C1)Cl)OC (methyl-5′-chloro-2′-methoxy-4-nitro-2-biphenylcarboxylate). Product: ClC=1C=CC(=C(C1)C=1C(=CC(=CC1)[N+](=O)[O-])C(=O)O)OC (5′-chloro-2′-methoxy-4-nitro-2-biphenylcarboxylic acid). Isolated yield 93.8%. As a reaction SMILES: FC1C=CC(OC)=C(C2C(C(O)=O)=CC([N+]([O-])=O)=CC=2)C=1.C[O:23][C:24]([C:26]1[C:27]([C:35]2[CH:40]=[C:39]([Cl:41])[CH:38]=[CH:37][C:36]=2[O:42][CH3:43])=[CH:28][CH:29]=[C:30]([N+:32]([O-:34])=[O:33])[CH:31]=1)=[O:25]>>[Cl:41][C:39]1[CH:38]=[CH:37][C:36]([O:42][CH3:43])=[C:35]([C:27]2[C:26]([C:24]([OH:25])=[O:23])=[CH:31][C:30]([N+:32]([O-:34])=[O:33])=[CH:29][CH:28]=2)[CH:40]=1. Procedure: This compound was prepared in a manner similar to that of 5′-fluoro-2′-methoxy-4-nitro-2-biphenylcarboxylic acid (EXAMPLE 107) from methyl-5′-chloro-2′-methoxy-4-nitro-2-biphenylcarboxylate (0.83 g, 2.6 mmol) to afford 0.75 g (95%) of 5′-chloro-2′-methoxy-4-nitro-2-biphenylcarboxylic acid as a yellow solid. Data for (5′-chloro-2′-methoxy-4-nitro-2-biphenyl)carboxylic acid: 1H NMR (400 MHz, acetone-d6) 8.69 (d, J=2.5, 1H); 8.46 (dd, J=8.3, 2.6, 1H); 7.68 (d, J=8.5, 1H); 7.41 (dd, J=8.9, 2.7, 1H);...